From a dataset of the Open Reaction Database (ORD), a public repository of structured organic reaction records. describe an organic reaction: reactants, conditions, products, and yield The reactants are CN1C(N(C2=NC(=NC=C12)\C=C\C1=CC=C(C=C1)C(F)(F)F)C(=O)N1CCCC1)=O (7-methyl-9-(pyrrolidin-1-ylcarbonyl)-2-{(E)-2-[4-(trifluoromethyl)phenyl]ethenyl}-7,9-dihydro-8H-purine-8-one), compound. Reagents/catalysts: [Pd] (palladium on carbon). Run in CO (methanol). Run at time 2 hour. The product is CN1C(N(C2=NC(=NC=C12)CCC1=CC=C(C=C1)C(F)(F)F)C(=O)N1CCCC1)=O (7-methyl-9-(pyrrolidin-1-ylcarbonyl)-2-{2-[4-(trifluoromethyl)phenyl]ethyl}-7,9-dihydro-8H-purine-8-one). As a reaction SMILES: [CH3:1][N:2]1[C:10]2[C:5](=[N:6][C:7](/[CH:11]=[CH:12]/[C:13]3[CH:18]=[CH:17][C:16]([C:19]([F:22])([F:21])[F:20])=[CH:15][CH:14]=3)=[N:8][CH:9]=2)[N:4]([C:23]([N:25]2[CH2:29][CH2:28][CH2:27][CH2:26]2)=[O:24])[C:3]1=[O:30]>CO.[Pd]>[CH3:1][N:2]1[C:10]2[C:5](=[N:6][C:7]([CH2:11][CH2:12][C:13]3[CH:18]=[CH:17][C:16]([C:19]([F:20])([F:22])[F:21])=[CH:15][CH:14]=3)=[N:8][CH:9]=2)[N:4]([C:23]([N:25]2[CH2:26][CH2:27][CH2:28][CH2:29]2)=[O:24])[C:3]1=[O:30]. Procedure details: To a solution of 7-methyl-9-(pyrrolidin-1-ylcarbonyl)-2-{(E)-2-[4-(trifluoromethyl)phenyl]ethenyl}-7,9-dihydro-8H-purine-8-one <the compound of Example 243> (50 mg) in methanol (10 ml) was added 10% palladium on carbon (5 mg) and the mixture was stirred for 2 hours at room temperature under hydrogen atmosphere. After removing the catalyst from the reaction mixture, the solvent was evaporated under reduced pressure, and the residue was dried to give the title compound 38 mg. The reactants are C1(=CC=C(C=C1)S(=O)(=O)N1CCN(CCN(CCN(CCN(CCN(CCN(CC1)S(=O)(=O)C1=CC=C(C=C1)C)S(=O)(=O)C1=CC=C(C=C1)C)S(=O)(=O)C1=CC=C(C=C1)C)S(=O)(=O)C1=CC=C(C=C1)C)S(=O)(=O)C1=CC=C(C=C1)C)S(=O)(=O)C1=CC=C(C=C1)C)C (1,4,7,10,13,16,19-hepta(p-toluenesulfonyl)-1,4,7,10,13,16,19-heptaazacycloheneicosane), OS(=O)(=O)O (H2SO4), C(C)O (ethanol). Run in C(C)OCC (ethyl ether). Conditions: temperature 100 celsius, time 4 day. Product: N1CCNCCNCCNCCNCCNCCNCC1 (1,4,7,10,13,16,19-heptaazacycloheneicosane). Yield: 8.2%. Reaction SMILES: C1(C)C=CC(S([N:10]2[CH2:30][CH2:29][N:28](S(C3C=CC(C)=CC=3)(=O)=O)[CH2:27][CH2:26][N:25](S(C3C=CC(C)=CC=3)(=O)=O)[CH2:24][CH2:23][N:22](S(C3C=CC(C)=CC=3)(=O)=O)[CH2:21][CH2:20][N:19](S(C3C=CC(C)=CC=3)(=O)=O)[CH2:18][CH2:17][N:16](S(C3C=CC(C)=CC=3)(=O)=O)[CH2:15][CH2:14][N:13](S(C3C=CC(C)=CC=3)(=O)=O)[CH2:12][CH2:11]2)(=O)=O)=CC=1.OS(O)(=O)=O.C(O)C>C(OCC)C>[NH:10]1[CH2:30][CH2:29][NH:28][CH2:27][CH2:26][NH:25][CH2:24][CH2:23][NH:22][CH2:21][CH2:20][NH:19][CH2:18][CH2:17][NH:16][CH2:15][CH2:14][NH:13][CH2:12][CH2:11]1. Reported procedure: A mixture of 1,4,7,10,13,16,19-hepta(p-toluenesulfonyl)-1,4,7,10,13,16,19-heptaazacycloheneicosane (28.3 g, 0.0205 mole) and concentrated H2SO4 (85 ml) was heated at 100° C. with stirring under a dry argon atmosphere for 4 days. To the resulting solution, ethanol (170 mL) was added dropwise with stirring at 0° C., followed by ethyl ether (430 ml). The solid was filtered and dried in vacuo over P2O5. The solid was then dissolved in H2O (75 ml) and the pH of the solution was adjusted to 10 with 10... The reactants are BrC1=CC(=C(C(=O)OC)C=C1)C (methyl 4-bromo-2-methylbenzoate), FC1=C(C=C(C(=O)O)C=C1)I (4-fluoro-3-iodobenzoic acid). The product is FC1=C(C=C(C(=O)OC)C=C1)I (Methyl 4-fluoro-3-iodobenzoate). Reaction SMILES: Br[C:2]1C=CC(C(OC)=O)=C(C)C=1.[F:13][C:14]1[CH:22]=[CH:21][C:17]([C:18]([OH:20])=[O:19])=[CH:16][C:15]=1[I:23]>>[F:13][C:14]1[CH:22]=[CH:21][C:17]([C:18]([O:20][CH3:2])=[O:19])=[CH:16][C:15]=1[I:23]. Procedure details: The title compound was prepared using standard chemical manipulations and procedures similar to those used for the preparation of compound 6.1, except 4-fluoro-3-iodobenzoic acid was used in place of 4-bromo-2-methylbenzoic acid. Starting materials: BrCC(CCC1=CC=CC=C1)=O (1-Bromo-4-phenyl-2-butanone), COC=1C=C(C=CC1)O (3-methoxyphenol), C([O-])([O-])=O.[Cs+].[Cs+] (cesium carbonate). Run in CN(C)C=O (DMF). Run at time 2 hour. Product: COC=1C=C(OCC(CCC2=CC=CC=C2)=O)C=CC1 (1-(3-methoxyphenoxyl)-4-phenyl-2-butanone). RXN SMILES: Br[CH2:2][C:3](=[O:12])[CH2:4][CH2:5][C:6]1[CH:11]=[CH:10][CH:9]=[CH:8][CH:7]=1.[CH3:13][O:14][C:15]1[CH:16]=[C:17]([OH:21])[CH:18]=[CH:19][CH:20]=1.C(=O)([O-])[O-].[Cs+].[Cs+]>CN(C=O)C>[CH3:13][O:14][C:15]1[CH:16]=[C:17]([CH:18]=[CH:19][CH:20]=1)[O:21][CH2:2][C:3](=[O:12])[CH2:4][CH2:5][C:6]1[CH:11]=[CH:10][CH:9]=[CH:8][CH:7]=1 |f:2.3.4|. Procedure: A dry, DMF (80 mL) solution of the product of Example 63, Step B (5.519 grams) was exposed to 3-methoxyphenol (3.608 grams) followed by cesium carbonate (9.481 grams). After stirring at ambient temperature for 2 hours the reaction was partitioned between isopropyl acetate and pH4 pthalate buffer. The organic was washed twice with water, dried (magnesium sulfate) and filtered. Concentration and silica gel chromatography (5:1 hex/ethyl acetate) completed the isolation of the title compound, a yell... Starting materials: [Na] (Sodium), S(=O)(=O)(O)C=1C=C(C=C(C(=O)OC)C1)C(=O)OC (dimethyl 5-sulfoisophthalate). The product is C(C1=CC=C(C(=O)OC)C=C1)(=O)OC (Dimethyl Terephthalate). RXN SMILES: [Na].S([C:6]1[CH:7]=[C:8]([C:16]([O:18][CH3:19])=[O:17])[CH:9]=[C:10]([CH:15]=1)C(OC)=O)(O)(=O)=O>>[C:16]([O:18][CH3:19])(=[O:17])[C:15]1[CH:6]=[CH:7][C:8]([C:16]([O:18][CH3:19])=[O:17])=[CH:9][CH:10]=1 |^1:0|. Procedure details: 3.79 g Sodium salt of dimethyl 5-sulfoisophthalate. Starting materials: OC1C(C2=C(OC1(C)C)C=CS2)N2C(CCCC2)=O (5,6-dihydro-6-hydroxy-5,5-dimethyl-7-(2-oxopiperidin-1-yl)-7H-thieno[3,2-b]pyran), BrBr (bromine), [K+].[Br-] (KBr). The solvent is ClCCl (dichloromethane). Yields the product BrC1=CC=2OC(C(C(C2S1)N1C(CCCC1)=O)O)(C)C (2-Bromo-5,6-dihydro-6-hydroxy-5,5-dimethyl-7-(2-oxopiperidin-1-yl)-7H-thieno[3,2-b]pyran). As a reaction SMILES: [OH:1][CH:2]1[C:7]([CH3:9])([CH3:8])[O:6][C:5]2[CH:10]=[CH:11][S:12][C:4]=2[CH:3]1[N:13]1[CH2:18][CH2:17][CH2:16][CH2:15][C:14]1=[O:19].[Br:20]Br.[K+].[Br-]>ClCCl>[Br:20][C:11]1[S:12][C:4]2[CH:3]([N:13]3[CH2:18][CH2:17][CH2:16][CH2:15][C:14]3=[O:19])[CH:2]([OH:1])[C:7]([CH3:8])([CH3:9])[O:6][C:5]=2[CH:10]=1 |f:2.3|. Reported procedure: The title compound was prepared as described in Example 4 starting with 5,6-dihydro-6-hydroxy-5,5-dimethyl-7-(2-oxopiperidin-1-yl)-7H-thieno[3,2-b]pyran (1.4 g, 5.0 mmol) and bromine (0.27 mL, 5.2 mmol) in dichloromethane (30 mL). Purification by flash chromatography using 1% methanol in dichloromethane as the eluant and recrystallization from dichloromethane/hexanes gave the product, 3.87 g (78%), as a colorless solid: mp 200°-202° C.; IR (KBr): 3442, 2942, 1616, 1571 and 1488 cm-1 ; MS: m/z 36... Starting materials: CC(=O)OC(C)=O, COc1cc(NC2CCCCC2)c2ccccc2c1OC(C)=O, [Cl-], [Cl-], [Zn+2]. The product is COc1cc(N(C(C)=O)C2CCCCC2)c2ccccc2c1OC(C)=O. Reaction SMILES: [CH3:24][C:25](=[O:26])[O:27][C:28](=[O:29])[CH3:30].[CH:1]1([NH:7][c:8]2[cH:9][c:10]([O:22][CH3:23])[c:11]([O:18][C:19]([CH3:20])=[O:21])[c:12]3[cH:13][cH:14][cH:15][cH:16][c:17]23)[CH2:2][CH2:3][CH2:4][CH2:5][CH2:6]1.[Cl-:31].[Cl-:33].[Zn+2:32]>>[CH:1]1([N:7]([c:8]2[cH:9][c:10]([O:22][CH3:23])[c:11]([O:18][C:19]([CH3:20])=[O:21])[c:12]3[cH:13][cH:14][cH:15][cH:16][c:17]23)[C:25]([CH3:24])=[O:26])[CH2:2][CH2:3][CH2:4][CH2:5][CH2:6]1.